Dataset: the Open Reaction Database (ORD), a public repository of structured organic reaction records. Task: describe an organic reaction: reactants, conditions, products, and yield The reactants are Cc1cc(Br)c(C)cc1Br, O, O=[N+]([O-])O. The product is Cc1cc(Br)c(C(=O)O)cc1Br. As a reaction SMILES: [Br:5][c:6]1[c:7]([CH3:14])[cH:8][c:9]([Br:13])[c:10]([CH3:12])[cH:11]1.[OH2:15].[OH:1][N+:2](=[O:3])[O-:4]>>[OH:1][C:14]([c:7]1[c:6]([Br:5])[cH:11][c:10]([CH3:12])[c:9]([Br:13])[cH:8]1)=[O:15]. The reactants are Cl.NC1=NC=CC2=CC(=CC=C12)C(=O)N[C@H](C(=O)N1CCC(CC1)OCC(=O)O)C ((S)-[[1-(2-[[(1-amino-6-isoquinolinyl)carbonyl]amino]-1-oxopropyl)piperidin-4-yl]oxy]acetic acid hydrochloride), S(O)(O)(=O)=O (sulfuric acid), C(C)O (ethanol), [OH-].[Na+] (sodium hydroxide), C(O)([O-])=O.[Na+] (sodium hydrogencarbonate). Run in [Cl-].[Na+].O (brine), ClCCl (dichloromethane). Product: Cl.C(C)[C@@H](C(=O)O)OC1CCN(CC1)C(C(C)NC(=O)C=1C=C2C=CN=C(C2=CC1)N)=O (Ethyl (S)-[[1-(2-[[(1-amino-6-isoquinolinyl)carbonyl]amino]-1-oxopropyl)piperidin-4-yl]oxy]acetic acid hydrochloride). RXN SMILES: [ClH:1].[NH2:2][C:3]1[C:12]2[C:7](=[CH:8][C:9]([C:13]([NH:15][C@@H:16]([CH3:30])[C:17]([N:19]3[CH2:24][CH2:23][CH:22]([O:25][CH2:26][C:27]([OH:29])=[O:28])[CH2:21][CH2:20]3)=[O:18])=[O:14])=[CH:10][CH:11]=2)[CH:6]=[CH:5][N:4]=1.S(=O)(=O)(O)O.[OH-].[Na+].C(=O)([O-])O.[Na+].[CH2:43](O)[CH3:44]>[Cl-].[Na+].O.ClCCl>[ClH:1].[CH2:43]([C@H:26]([O:25][CH:22]1[CH2:21][CH2:20][N:19]([C:17](=[O:18])[CH:16]([NH:15][C:13]([C:9]2[CH:8]=[C:7]3[C:12](=[CH:11][CH:10]=2)[C:3]([NH2:2])=[N:4][CH:5]=[CH:6]3)=[O:14])[CH3:30])[CH2:24][CH2:23]1)[C:27]([OH:29])=[O:28])[CH3:44] |f:0.1,3.4,5.6,8.9.10,12.13|. Procedure: To a stirred solution of 394 mg of (S)-[[1-(2-[[(1-amino-6-isoquinolinyl)carbonyl]amino]-1-oxopropyl)piperidin-4-yl]oxy]acetic acid hydrochloride in 10 mL of ethanol at 0° C. was added 0.55 mL of sulfuric acid (95-98%). The reaction mixture was allowed to warm to room temperature and after 2 hours 5 mL of 2N aqueous sodium hydroxide, 20 mL of brine, 20 mL of 5% aqueous sodium hydrogencarbonate and 40 mL of dichloromethane was added. The organic layer was separated and the aqueous layer was extra...